This data is from the Open Reaction Database (ORD), a public repository of structured organic reaction records. The task is: describe an organic reaction: reactants, conditions, products, and yield Reactants: C(C)(=O)NC1=CC=C(C=C1)S(=O)(=O)NC1=CC=C(C=C1)C(C(F)(F)F)(C(F)(F)F)O (4-acetamido-4'-(hexafluoro-2-hydroxy-2-propyl)benzenesulfonanilide), Cl (HCl). The solvent is CCO (EtOH), [OH-].[Na+] (NaOH). Product: NC1=CC=C(C=C1)S(=O)(=O)NC1=CC=C(C=C1)C(C(F)(F)F)(C(F)(F)F)O (4-amino-4'-(hexafluoro-2-hydroxy-2-propyl)benzenesulfonanilide). RXN SMILES: C([NH:4][C:5]1[CH:10]=[CH:9][C:8]([S:11]([NH:14][C:15]2[CH:20]=[CH:19][C:18]([C:21]([OH:30])([C:26]([F:29])([F:28])[F:27])[C:22]([F:25])([F:24])[F:23])=[CH:17][CH:16]=2)(=[O:13])=[O:12])=[CH:7][CH:6]=1)(=O)C.Cl>CCO.[OH-].[Na+]>[NH2:4][C:5]1[CH:6]=[CH:7][C:8]([S:11]([NH:14][C:15]2[CH:16]=[CH:17][C:18]([C:21]([OH:30])([C:22]([F:25])([F:23])[F:24])[C:26]([F:27])([F:28])[F:29])=[CH:19][CH:20]=2)(=[O:13])=[O:12])=[CH:9][CH:10]=1 |f:3.4|. Procedure: Reflux for 3 hours a solution of 2.3 g (5 mmole) 4-acetamido-4'-(hexafluoro-2-hydroxy-2-propyl)benzenesulfonanilide in 30 ml EtOH and 4 g 50% NaOH. Pour onto water, acidify with concentrated HCl, extract with Et2O, dry and concentrate. Recrystallize from CHCl3 -Et2O to give the product; m.p. 160°-161° C. Reactants: FC1=C(C(=O)C2CC(NCC2)=O)C=CC(=C1)F (4-(2,4-difluorobenzoyl)piperidinone), C(CN)N (ethylenediamine), [BH4-].[Na+] (NaBH4). Solvent: C1=CC=CC=C1 (benzene). Yields the product FC1=C(C(=O)C2CCN(CC2)NCCN)C=CC(=C1)F (2-{[4-(2,4-Difluorobenzoyl)piperidinyl]amino}ethylamine). Yield: 38.0%. Reaction SMILES: [F:1][C:2]1[CH:16]=[C:15]([F:17])[CH:14]=[CH:13][C:3]=1[C:4]([CH:6]1[CH2:11][CH2:10][NH:9][C:8](=O)[CH2:7]1)=[O:5].[BH4-].[Na+].[CH2:20]([NH2:23])[CH2:21][NH2:22]>C1C=CC=CC=1>[F:1][C:2]1[CH:16]=[C:15]([F:17])[CH:14]=[CH:13][C:3]=1[C:4]([CH:6]1[CH2:11][CH2:10][N:9]([NH:22][CH2:21][CH2:20][NH2:23])[CH2:8][CH2:7]1)=[O:5] |f:1.2|. Reported procedure: A solution of 4-(2,4-difluorobenzoyl)piperidinone (1.50 g, 6.27 mmol) in benzene (40 mL) and ethylenediamine (4.0 mL) was refluxed for 6 hours. The resulting mixture was concentrated to a residue which was dissolved in MeOH (30 mL). The mixture was cooled (0° C.) and NaBH4 (1.0 g, 26.4 mmol) was slowly added. After stirred for an hour, the mixture was concentrated and quenched with 1 N NaOH (50 mL). The mixture was extracted with CH2Cl2 (5×20 mL), dried (K2CO3), and was concentrated. The residue...